Dataset: the Open Reaction Database (ORD), a public repository of structured organic reaction records. Task: describe an organic reaction: reactants, conditions, products, and yield Reactants: CCOC(=O)CBr, O=C([O-])[O-], CN(C)C=O, [K+], [K+], NC(=O)c1ccccc1N. The product is CCOC(=O)CNc1ccccc1C(N)=O. As a reaction SMILES: [Br:11][CH2:12][C:13](=[O:14])[O:15][CH2:16][CH3:17].[C:18](=[O:19])([O-:20])[O-:21].[CH3:24][N:25]([CH3:26])[CH:27]=[O:28].[K+:22].[K+:23].[NH2:1][c:2]1[c:3]([C:4](=[O:5])[NH2:6])[cH:7][cH:8][cH:9][cH:10]1>>[NH:1]([c:2]1[c:3]([C:4](=[O:5])[NH2:6])[cH:7][cH:8][cH:9][cH:10]1)[CH2:12][C:13](=[O:14])[O:15][CH2:16][CH3:17]. The reactants are CC#CCO, [Cl-], CC(C)(C)CCOc1cc(Cl)ncn1, [H-], [NH4+], [Na+], C1CCOC1. Product: CC#CCOc1cc(OCCC(C)(C)C)ncn1. Reaction SMILES: [CH2:3]([C:4]#[C:5][CH3:6])[OH:7].[Cl-:22].[Cl:8][c:9]1[n:10][cH:11][n:12][c:13]([O:15][CH2:16][CH2:17][C:18]([CH3:19])([CH3:20])[CH3:21])[cH:14]1.[H-:1].[NH4+:23].[Na+:2].[O:24]1[CH2:25][CH2:26][CH2:27][CH2:28]1>>[CH2:3]([C:4]#[C:5][CH3:6])[O:7][c:9]1[n:10][cH:11][n:12][c:13]([O:15][CH2:16][CH2:17][C:18]([CH3:19])([CH3:20])[CH3:21])[cH:14]1. Starting materials: C(C)(CC)C(C(=O)Cl)(C(CC)C)C (2-sec-butyl-2,3-dimethylpentanoyl chloride), C(O)CN (ethanolamine). Solvent: C1=CC=CC=C1 (benzene), C1=CC=CC=C1 (benzene). Product: OCCNC(C(C(CC)C)(C)C(C)CC)=O (N-(2-hydroxyethyl)-2-sec-butyl-2,3-dimethylpentanamide). RXN SMILES: [CH:1]([C:5]([CH3:13])([CH:9]([CH3:12])[CH2:10][CH3:11])[C:6](Cl)=[O:7])([CH2:3][CH3:4])[CH3:2].[CH2:14]([CH2:16][NH2:17])[OH:15]>C1C=CC=CC=1>[OH:15][CH2:14][CH2:16][NH:17][C:6](=[O:7])[C:5]([CH:9]([CH2:10][CH3:11])[CH3:12])([CH3:13])[CH:1]([CH3:2])[CH2:3][CH3:4]. Reported procedure: A solution of 2-sec-butyl-2,3-dimethylpentanoyl chloride (2.0 g) in benzene (10 ml) was added to a stirred solution of ethanolamine (2.0 g) in benzene (100 ml). After 16 hours the benzene solution was washed with dilute hydrochloric acid and water, dried (MgSO4) and concentrated to give a pale yellow syrup. Distillation of this syrup gave N-(2-hydroxyethyl)-2-sec-butyl-2,3-dimethylpentanamide bp. 125°-130°/0.3 mm which slowly solidified on standing. Reactants: COc1ccc(CNC(=O)c2ccc3c(c2)S(=O)(=O)N(Cc2ccc(C(=O)NC(C(=O)OC(C)(C)C)C(C)C)cc2)C(=O)N3C)cc1, ClC(Cl)Cl, O=C(O)C(F)(F)F. Yields the product COc1ccc(CNC(=O)c2ccc3c(c2)S(=O)(=O)N(Cc2ccc(C(=O)NC(C(=O)O)C(C)C)cc2)C(=O)N3C)cc1. As a reaction SMILES: [C:1]([CH3:2])([CH3:3])([CH3:4])[O:5][C:6]([CH:7]([CH:8]([CH3:9])[CH3:10])[NH:11][C:12]([c:13]1[cH:14][cH:15][c:16]([CH2:19][N:20]2[S:21](=[O:44])(=[O:45])[c:22]3[c:23]([cH:28][cH:29][c:30]([C:32]([NH:33][CH2:34][c:35]4[cH:36][cH:37][c:38]([O:41][CH3:42])[cH:39][cH:40]4)=[O:43])[cH:31]3)[N:24]([CH3:27])[C:25]2=[O:26])[cH:17][cH:18]1)=[O:46])=[O:47].[Cl:55][CH:56]([Cl:57])[Cl:58].[OH:48][C:49]([C:50]([F:51])([F:52])[F:53])=[O:54]>>[O:5]=[C:6]([CH:7]([CH:8]([CH3:9])[CH3:10])[NH:11][C:12]([c:13]1[cH:14][cH:15][c:16]([CH2:19][N:20]2[S:21](=[O:44])(=[O:45])[c:22]3[c:23]([cH:28][cH:29][c:30]([C:32]([NH:33][CH2:34][c:35]4[cH:36][cH:37][c:38]([O:41][CH3:42])[cH:39][cH:40]4)=[O:43])[cH:31]3)[N:24]([CH3:27])[C:25]2=[O:26])[cH:17][cH:18]1)=[O:46])[OH:47]. Product: C(C)(C)(C)C1=C(C(=CC=C1)C(C1=CC=CC=C1)C=1C=C(C=CC1)C1=C(C=CC=C1)OC)O (2-tert-Butyl-6-((2′-methoxybiphenyl-3-yl)(phenyl)methyl)phenol). Reaction SMILES: C([O:8][C:9]1[C:14]([C:15]([CH3:18])([CH3:17])[CH3:16])=[CH:13][CH:12]=[CH:11][C:10]=1[C:19]([C:27]1[CH:28]=[C:29]([C:33]2[CH:38]=[CH:37][CH:36]=[CH:35][C:34]=2[O:39][CH3:40])[CH:30]=[CH:31][CH:32]=1)([C:21]1[CH:26]=[CH:25][CH:24]=[CH:23][CH:22]=1)O)C1C=CC=CC=1>C(#N)C.[PH2](O)=O>[C:15]([C:14]1[CH:13]=[CH:12][CH:11]=[C:10]([CH:19]([C:27]2[CH:28]=[C:29]([C:33]3[CH:38]=[CH:37][CH:36]=[CH:35][C:34]=3[O:39][CH3:40])[CH:30]=[CH:31][CH:32]=2)[C:21]2[CH:26]=[CH:25][CH:24]=[CH:23][CH:22]=2)[C:9]=1[OH:8])([CH3:18])([CH3:16])[CH3:17]. The yield is 95.9%. The solvent is C(C)#N (acetonitrile), [PH2](=O)O (hypophosphorous acid). Reactants: C(C1=CC=CC=C1)OC1=C(C=CC=C1C(C)(C)C)C(O)(C1=CC=CC=C1)C=1C=C(C=CC1)C1=C(C=CC=C1)OC ((2-(Benzyloxy)-3-tert-butylphenyl)(2′-methoxybiphenyl-3-yl)(phenyl)methanol). Reported procedure: A solution of 29 (1.2 g, 2.27 mmol) in acetonitrile (70 mL) and 50% aqueous hypophosphorous acid (30 mL) was kept at reflux for 3.5 hr. The acetonitrile was removed in vacuo, the residue was diluted with ethyl acetate (150 mL) and water (100 mL). Phases were separated. The organic phase was washed with saturated sodium bicarbonate (2×100 mL) and water (100 mL), dried over sodium sulfate and filtered. The solvent was removed on a rotary evaporator. The crude product was purified by chromatography... Starting materials: polyester, 29, [OH-].[K+] (KOH), one, C(CCCCCCCCCC(=O)O)(=O)O (undecanedioic acid), C(CCO)O (1,3-propanediol). Reaction conditions: time 4.5 hour. Yields the product O1CCCOC(CCCCCCCCCC1=O)=O (1,5-dioxacyclohexadecane-6,16-dione). As a reaction SMILES: [C:1]([OH:15])(=[O:14])[CH2:2][CH2:3][CH2:4][CH2:5][CH2:6][CH2:7][CH2:8][CH2:9][CH2:10][C:11]([OH:13])=[O:12].[CH2:16](O)[CH2:17][CH2:18]O.[OH-].[K+]>>[O:12]1[C:11](=[O:13])[CH2:10][CH2:9][CH2:8][CH2:7][CH2:6][CH2:5][CH2:4][CH2:3][CH2:2][C:1](=[O:15])[O:14][CH2:18][CH2:17][CH2:16]1 |f:2.3|. Reported procedure: 100 g of a polyester of undecanedioic acid and 1,3-propanediol, having a degree of polymerization of 29 and an acid number of 7 mg KOH/g, is mixed with 3 g of one of the catalysts listed in Table 2 (derived from French Pat. No. 796,410) in a distillation flask of a conventional vacuum distillation apparatus. The mixture is thermolyzed for 4-5 hours under vacuum (pressure: less than 0.5 mbar) at 270° C. The yields of crude 1,5-dioxacyclohexadecane-6,16-dione, based on the amount of polyester empl... Run at temperature 0 celsius. Yields the product CC1=C(NC(C(C)O)O)C=C(C(=C1)N)[N+](=O)[O-] (2-methyl-4-amino-5-nitro-N-(β,α-dihydroxypropyl)-aniline). The reactants are CC1=C(N)C=C(C(=C1)N)[N+](=O)[O-] (2-methyl-4-amino-5-nitroaniline), C([O-])([O-])=O.[Ca+2] (calcium carbonate), ClCC(CO)O (1-chloropropane-2,3-diol), C([O-])([O-])=O.[Ca+2] (calcium carbonate), ClCC(CO)O (1-chloropropane-2,3-diol). Procedure details: 0.2 mol (33.4 g) of 2-methyl-4-amino-5-nitroaniline and 0.1 mol (10 g) of calcium carbonate, suspended in 100 ml of water, are heated beforehand on a boiling water-bath, whilst stirring. 0.216 mol (24 g) of 1-chloropropane-2,3-diol is added. The reaction mixture is heated for 24 hours on the boiling water-bath, seven portions each containing 0.035 mol (3.5 g) of calcium carbonate and 0.066 mol (7.3 g) of 1-chloropropane-2,3-diol being added, one every three hours. The hot reaction mixture is fil... As a reaction SMILES: [CH3:1][C:2]1[CH:8]=[C:7]([NH2:9])[C:6]([N+:10]([O-:12])=[O:11])=[CH:5][C:3]=1[NH2:4].C(=O)([O-])[O-].[Ca+2].Cl[CH2:19][CH:20]([OH:23])[CH2:21][OH:22]>O>[CH3:1][C:2]1[CH:8]=[C:7]([NH2:9])[C:6]([N+:10]([O-:12])=[O:11])=[CH:5][C:3]=1[NH:4][CH:21]([OH:22])[CH:20]([OH:23])[CH3:19] |f:1.2|. Solvent: O (water), O (water).